describe an organic reaction: reactants, conditions, products, and yield From a dataset of the Open Reaction Database (ORD), a public repository of structured organic reaction records. Starting materials: [K] (Potassium), CC(C)(CC)O (2-methyl-2-butanol), solution, CCCCCCC(C)(C)C=1C=C(C2=C(C1)OC([C@@H]3[C@@H]2CC(=CC3)CO)(C)C)O (HU-211). The solvent is C1=CC=CC=C1 (benzene). Run at time 2 hour. Yields the product CC(=O)CC(=O)O (diacetate), CCCCCCC(C)(C)C=1C=C(C2=C(C1)OC([C@@H]3[C@@H]2CC(=CC3)CO)(C)C)O (HU-211). Reaction SMILES: [K].CC([OH:7])(CC)C.[CH3:8][CH2:9][CH2:10][CH2:11][CH2:12][CH2:13][C:14]([C:17]1[CH:18]=[C:19]([OH:35])[C:20]2[C@H:26]3[CH2:27][C:28]([CH2:31][OH:32])=[CH:29][CH2:30][C@@H:25]3[C:24]([CH3:34])([CH3:33])[O:23][C:21]=2[CH:22]=1)([CH3:16])[CH3:15]>C1C=CC=CC=1>[CH3:22][C:21]([CH2:20][C:19]([OH:35])=[O:7])=[O:23].[CH3:8][CH2:9][CH2:10][CH2:11][CH2:12][CH2:13][C:14]([C:17]1[CH:18]=[C:19]([OH:35])[C:20]2[C@H:26]3[CH2:27][C:28]([CH2:31][OH:32])=[CH:29][CH2:30][C@@H:25]3[C:24]([CH3:34])([CH3:33])[O:23][C:21]=2[CH:22]=1)([CH3:15])[CH3:16] |^1:0|. Procedure details: Potassium (1 g) was added to 2-methyl-2-butanol (16 ml) under a nitrogen atmosphere. The mixture was warmed, at 80°, until all the metal had reacted. The excess alcohol was removed by vacuum distillation and the dry residue was dissolved in dry benzene (45 ml). Two ml of this solution were added to HU-211 (300 mg, 0.78 mmoles) dissolved in dry benzene (30 ml). The solution was stirred, under a nitrogen atmosphere, for 2 hrs., then it was washed with a dilute HCl solution (1N), followed by a sodi... Reactants: Ic1ccccc1, O=[N+]([O-])c1ccc2cc[nH]c2c1. Product: O=[N+]([O-])c1ccc2ccn(-c3ccccc3)c2c1. As a reaction SMILES: [I:13][c:14]1[cH:15][cH:16][cH:17][cH:18][cH:19]1.[N+:1](=[O:2])([O-:3])[c:4]1[cH:5][cH:6][c:7]2[cH:8][cH:9][nH:10][c:11]2[cH:12]1>>[N+:1](=[O:2])([O-:3])[c:4]1[cH:5][cH:6][c:7]2[cH:8][cH:9][n:10](-[c:14]3[cH:15][cH:16][cH:17][cH:18][cH:19]3)[c:11]2[cH:12]1. Solvent: C1CCOC1 (THF), C1CCOC1 (THF). Starting materials: C(C1=CC=CC=C1)N (Benzylamine), FC1=C(C(=O)OCC)C=C(C(=C1)F)[N+](=O)[O-] (ethyl 2,4-difluoro-5-nitro-benzoate), TEA. Yields the product C(C1=CC=CC=C1)NC1=CC(=C(C(=O)OCC)C=C1[N+](=O)[O-])F (Ethyl 4-benzylamino-2-fluoro-5-nitro-benzoate). Conditions: temperature 0 celsius. Procedure details: Benzylamine (7.6 mL, 69 mmol) in 30 mL THF was added to ethyl 2,4-difluoro-5-nitro-benzoate (16.0 g, 69 mmol) in 270 mL THF with TEA (19.7 mL, 140 mmol) under stirring at 0° C. The mixture was stirred for 3.5 h at ambient temperature. The mixture was concentrated i.vac., the residue stirred with water, filtered off, washed with water and dried. Reaction SMILES: [CH2:1]([NH2:8])[C:2]1[CH:7]=[CH:6][CH:5]=[CH:4][CH:3]=1.[F:9][C:10]1[CH:20]=[C:19](F)[C:18]([N+:22]([O-:24])=[O:23])=[CH:17][C:11]=1[C:12]([O:14][CH2:15][CH3:16])=[O:13]>C1COCC1>[CH2:1]([NH:8][C:19]1[C:18]([N+:22]([O-:24])=[O:23])=[CH:17][C:11]([C:12]([O:14][CH2:15][CH3:16])=[O:13])=[C:10]([F:9])[CH:20]=1)[C:2]1[CH:7]=[CH:6][CH:5]=[CH:4][CH:3]=1. Starting materials: [OH-].[Na+] (sodium hydroxide), C(CO)Cl (ethylenechlorohydrin), NC1=C(C=C(C(=C1)Cl)N)[N+](=O)[O-] (1,4-diamino-2-nitro-5-chlorobenzene). The solvent is O (water), methylglycol, O (water). Procedure: 18.7 g (0.1 mole) of 1,4-diamino-2-nitro-5-chlorobenzene were dissolved in 20 ml methylglycol and 12 g ethylenechlorohydrin (1.5 mole) and the solution then heated on a bath having a temperature of 120°C. 6.6 g of sodium hydroxide dissolved in 60 ml water were then slowly added dropwise over a period of 3 hours. Heating was then continued for 1 hour whereupon a chromatographic check wss made to ascertain whether most or all of the starting compound had been reacted. After cooling the mass was di... Reaction conditions: time 1 hour. Yields the product NC1=C(C=C(C(=C1)Cl)NCCO)[N+](=O)[O-] (1-Amino-2-Nitro-4-Beta-Hydroxyethylamino-5-Chlorobenzene). Reaction SMILES: [NH2:1][C:2]1[CH:7]=[C:6]([Cl:8])[C:5]([NH2:9])=[CH:4][C:3]=1[N+:10]([O-:12])=[O:11].[CH2:13](Cl)[CH2:14][OH:15].[OH-].[Na+]>O>[NH2:1][C:2]1[CH:7]=[C:6]([Cl:8])[C:5]([NH:9][CH2:13][CH2:14][OH:15])=[CH:4][C:3]=1[N+:10]([O-:12])=[O:11] |f:2.3|. The reactants are BrC1=CC(=C(C(=O)O)C=C1)C (4-Bromo-2-methylbenzoic acid), product M, [Li+].CC(C)[N-]C(C)C (LDA), Cl (HCl), C=O (paraformaldehyde). The solvent is C1CCOC1 (THF), C1CCOC1 (THF). Conditions: time 10 minute. Yields the product BrC=1C=C2CCOC(C2=CC1)=O (6-bromo-3,4-dihydro-1H-isochromen-1-one). As a reaction SMILES: [Li+].[CH3:2]C([N-]C(C)C)C.[Br:9][C:10]1[CH:18]=[CH:17][C:13]([C:14]([OH:16])=[O:15])=[C:12]([CH3:19])[CH:11]=1.C=O.Cl>C1COCC1>[Br:9][C:10]1[CH:11]=[C:12]2[C:13](=[CH:17][CH:18]=1)[C:14](=[O:16])[O:15][CH2:2][CH2:19]2 |f:0.1|. Reported procedure: LDA (12 ml, 17 mmol) was dissolved in THF (50 ml) at −78° C. then 4-Bromo-2-methylbenzoic acid (1.0 g, 4.6 mmol) in 10 ml THF was added. The mixture was stirred for 10 minutes then paraformaldehyde (0.56 g, 18.6 mmol) was added. The reaction was stirred at RT for 4 hours. When LC-MS showed the product M+1=229, the reaction was poured into 1N HCl and extracted with ether. The organic layer was washed with brine, dried and evaporated to dryness. The residue was flashed through an Analogix 115 g co...